From a dataset of the Open Reaction Database (ORD), a public repository of structured organic reaction records. describe an organic reaction: reactants, conditions, products, and yield Reactants: O=C(O)CCCCCc1cccc2cncn12, CC(C)C[Al+]CC(C)C, ClCCl, CO, CCCCCC, [H-], O. Product: O=CCCCCCc1cccc2cncn12. Reaction SMILES: [C:1](=[O:2])([OH:3])[CH2:4][CH2:5][CH2:6][CH2:7][CH2:8][c:9]1[cH:10][cH:11][cH:12][c:13]2[n:14]1[cH:15][n:16][cH:17]2.[CH2:19]([Al+:20][CH2:21][CH:22]([CH3:23])[CH3:24])[CH:25]([CH3:26])[CH3:27].[CH2:31]([Cl:32])[Cl:33].[CH3:28][OH:29].[CH3:34][CH2:35][CH2:36][CH2:37][CH2:38][CH3:39].[H-:18].[OH2:30]>>[CH:1](=[O:2])[CH2:4][CH2:5][CH2:6][CH2:7][CH2:8][c:9]1[cH:10][cH:11][cH:12][c:13]2[n:14]1[cH:15][n:16][cH:17]2. Starting materials: C(C)OC(COC=1C=CC2=C(SC=C2C2=C(C=CC=C2)F)C1Cl)=O (ethyl{[7-chloro-3-(2-fluorophenyl)benzo[b]thien-6-yl]oxy}acetate), [OH-].[Na+] (sodium hydroxide). Run in C(C)O (ethanol). Yields the product ClC1=C(C=CC2=C1SC=C2C2=C(C=CC=C2)F)OCC(=O)O ({[7-chloro-3-(2-fluorophenyl)benzo[b]thien-6-yl]oxy}acetic acid). As a reaction SMILES: C([O:3][C:4](=[O:24])[CH2:5][O:6][C:7]1[CH:8]=[CH:9][C:10]2[C:14]([C:15]3[CH:20]=[CH:19][CH:18]=[CH:17][C:16]=3[F:21])=[CH:13][S:12][C:11]=2[C:22]=1[Cl:23])C.[OH-].[Na+]>C(O)C>[Cl:23][C:22]1[C:11]2[S:12][CH:13]=[C:14]([C:15]3[CH:20]=[CH:19][CH:18]=[CH:17][C:16]=3[F:21])[C:10]=2[CH:9]=[CH:8][C:7]=1[O:6][CH2:5][C:4]([OH:24])=[O:3] |f:1.2|. Procedure details: A mixture of 7.2 g of ethyl{[7-chloro-3-(2-fluorophenyl)benzo[b]thien-6-yl]oxy}acetate, 150 ml of 20% sodium hydroxide solution and 150 ml of 95% ethanol is stirred under reflux for 90 minutes. The reaction mixture is evaporated under reduced pressure, 200 ml of water is added and the solution is acidified with concentrated hydrochloric acid. The mixture is extracted with four 200 ml portions of ether. The combined organic extracts are dried over anhydrous magnesium sulfate, filtered and concent... Starting materials: BrC1=CC(=C(C=C1C)C(C(CC(=O)O)(C)C)=O)C (4-(4-bromo-2,5-dimethyl-phenyl)-3,3-dimethyl4-oxo-butanoic acid), C(=O)(N1C=NC=C1)N1C=NC=C1 (carbonyldiimidazole), C(C)O (ethanol). The solvent is O1CCCC1 (tetrahydrofuran). Run at time 1 hour. Yields the product BrC1=CC(=C(C=C1C)C(C(CC(=O)OCC)(C)C)=O)C (ethyl 4-(4-bromo-2,5-dimethyl-phenyl)-3,3-dimethyl-4-oxo-butanoate). Reaction SMILES: [Br:1][C:2]1[C:7]([CH3:8])=[CH:6][C:5]([C:9](=[O:17])[C:10]([CH3:16])([CH3:15])[CH2:11][C:12]([OH:14])=[O:13])=[C:4]([CH3:18])[CH:3]=1.C(N1C=CN=C1)(N1[CH:25]=[CH:24]N=C1)=O.C(O)C>O1CCCC1>[Br:1][C:2]1[C:7]([CH3:8])=[CH:6][C:5]([C:9](=[O:17])[C:10]([CH3:15])([CH3:16])[CH2:11][C:12]([O:14][CH2:24][CH3:25])=[O:13])=[C:4]([CH3:18])[CH:3]=1. Procedure details: A solution of 3.2 g (10 mmol) of 4-(4-bromo-2,5-dimethyl-phenyl)-3,3-dimethyl4-oxo-butanoic acid in tetrahydrofuran is combined with 3.60 g (11 mmol) of carbonyldiimidazole and stirred for 1 hour at ambient temperature. The solvent is replaced by 20 ml of ethanol and the mixture is heated to boiling for 2 hours. Then the solvent is distilled off, the crude product is taken up in methylene chloride, washed with water, dried with sodium sulphate, concentrated and purified by flash chromatography (... Starting materials: C1(CCCCCC1)N1NC(C1=O)(C)C (2-Cycloheptyl-4,4-dimethyl-1,2-diazetidin-3-one), ClC1=C(CBr)C=CC=C1Cl (2,3-dichlorobenzyl bromide). Yields the product C1(CCCCCC1)N1N(C(C1=O)(C)C)CC1=C(C(=CC=C1)Cl)Cl (2-cycloheptyl-1-(2,3-dichlorobenzyl)-4,4-dimethyl-1,2-diazetidin-3-one). As a reaction SMILES: [CH:1]1([N:8]2[C:11](=[O:12])[C:10]([CH3:14])([CH3:13])[NH:9]2)[CH2:7][CH2:6][CH2:5][CH2:4][CH2:3][CH2:2]1.[Cl:15][C:16]1[C:23]([Cl:24])=[CH:22][CH:21]=[CH:20][C:17]=1[CH2:18]Br>>[CH:1]1([N:8]2[C:11](=[O:12])[C:10]([CH3:14])([CH3:13])[N:9]2[CH2:18][C:17]2[CH:20]=[CH:21][CH:22]=[C:23]([Cl:24])[C:16]=2[Cl:15])[CH2:2][CH2:3][CH2:4][CH2:5][CH2:6][CH2:7]1. Reported procedure: 2-Cycloheptyl-4,4-dimethyl-1,2-diazetidin-3-one prepared in Process 4 of Example 83 and 2,3-dichlorobenzyl bromide were used for a similar reaction and treatment as Process 6 of Example 1, and the title compound was obtained as a colorless oil. Procedure details: Anhydrous D-glucose (600w), dry acetone (4000v), anhydrous pulverized zinc chloride (480w) and 89% O-phosphoric acid (30v) and anhydrous copper sulphate (100w) were mechanically stirred for 30 hours at room temperature. Undissolved glucose was filtered and washed with acetone. The filtrate was cooled to 0°-5° C., made alkaline with sodium hydroxide (340w in 340w water) and filtered. The filtrate was evaporated under reduced pressure to remove solvent, the residue diluted with water and extracted... Reagents/catalysts: [Cl-].[Zn+2].[Cl-] (zinc chloride), S(=O)(=O)([O-])[O-].[Cu+2] (copper sulphate). Reactants: O=C[C@H](O)[C@@H](O)[C@H](O)[C@H](O)CO (D-glucose), OP(=O)(O)O (O-phosphoric acid). The product is CC1(OC[C@@H](O1)[C@@H]2[C@@H]([C@@H]3[C@H](O2)OC(O3)(C)C)O)C (1,2: 5,6-di-O-isopropylidene-α-D-glucofuranose). Run in CC(=O)C (acetone). RXN SMILES: [O:1]=[CH:2][C@@H:3]([C@H:5]([C@@H:7]([C@@H:9]([CH2:11][OH:12])[OH:10])[OH:8])[OH:6])[OH:4].OP(O)(O)=O>[Cl-].[Zn+2].[Cl-].S([O-])([O-])(=O)=O.[Cu+2].CC(C)=O>[CH3:2][C:3]1([CH3:5])[O:4][C@@H:3]([C@H:5]2[O:6][C@@H:11]3[O:12][C:9]([CH3:11])([CH3:7])[O:10][C@@H:9]3[C@H:7]2[OH:8])[CH2:2][O:1]1 |f:2.3.4,5.6|. Reactants: Cl (hydrochloric acid), ClC=1C(=NC=C(C(=O)OC)C1)OCC1CC1 (methyl 5-chloro-6-(cyclopropylmethoxy)nicotinate), C1CCOC1 (THF), [OH-].[Li+] (lithium hydroxide). Run in CO (methanol). Reaction conditions: time 20 minute. Product: ClC=1C(=NC=C(C(=O)O)C1)OCC1CC1 (5-chloro-6-(cyclopropylmethoxy)nicotinic Acid). The yield is 89.2%. RXN SMILES: [Cl:1][C:2]1[C:3]([O:12][CH2:13][CH:14]2[CH2:16][CH2:15]2)=[N:4][CH:5]=[C:6]([CH:11]=1)[C:7]([O:9]C)=[O:8].C1COCC1.[OH-].[Li+].Cl>CO>[Cl:1][C:2]1[C:3]([O:12][CH2:13][CH:14]2[CH2:16][CH2:15]2)=[N:4][CH:5]=[C:6]([CH:11]=1)[C:7]([OH:9])=[O:8] |f:2.3|. Reported procedure: A mixture of methyl 5-chloro-6-(cyclopropylmethoxy)nicotinate (2.00 g), THF (15 mL), methanol (1.7 mL) and 2 M aqueous lithium hydroxide solution (8.3 mL) was stirred at room temperature for 20 min. The reaction mixture was neutralized with 1 M hydrochloric acid at 0° C., and the mixture was extracted with ethyl acetate. The organic layer was washed with saturated brine, and dried over anhydrous magnesium sulfate, and the solvent was evaporated under reduced pressure, and the obtained solid was ...